From a dataset of the Open Reaction Database (ORD), a public repository of structured organic reaction records. describe an organic reaction: reactants, conditions, products, and yield The reactants are C(C1=CC=CC=C1)OC(=O)[C@@H]1N(CCN(C1)C(N)=S)S(=O)(=O)C1=CC=C(C=C1)OC(F)(F)F ((R)-4-thiocarbamoyl-1-(4-trifluoromethoxy-benzenesulfonyl)-piperazine-2-carboxylic acid benzyl ester), C(C)(C)(C)OC(C(C(C)=O)Br)=O (2-bromo-3-oxobutyric acid tert-butyl ester). Run in C(C)#N (acetonitrile). Conditions: temperature 80 celsius, time 30 minute. Yields the product C(C1=CC=CC=C1)OC(=O)[C@@H]1N(CCN(C1)C=1SC(=C(N1)C)C(=O)OC(C)(C)C)S(=O)(=O)C1=CC=C(C=C1)OC(F)(F)F ((R)-4-(5-tert-butoxycarbonyl-4-methyl-thiazol-2-yl)-1-(4-trifluoromethoxy-benzenesulfonyl)-piperazine-2-carboxylic acid benzyl ester). Isolated yield 67.4%. Reaction SMILES: [CH2:1]([O:8][C:9]([C@H:11]1[CH2:16][N:15]([C:17](=[S:19])[NH2:18])[CH2:14][CH2:13][N:12]1[S:20]([C:23]1[CH:28]=[CH:27][C:26]([O:29][C:30]([F:33])([F:32])[F:31])=[CH:25][CH:24]=1)(=[O:22])=[O:21])=[O:10])[C:2]1[CH:7]=[CH:6][CH:5]=[CH:4][CH:3]=1.[C:34]([O:38][C:39](=[O:45])[CH:40](Br)[C:41](=O)[CH3:42])([CH3:37])([CH3:36])[CH3:35]>C(#N)C>[CH2:1]([O:8][C:9]([C@H:11]1[CH2:16][N:15]([C:17]2[S:19][C:40]([C:39]([O:38][C:34]([CH3:37])([CH3:36])[CH3:35])=[O:45])=[C:41]([CH3:42])[N:18]=2)[CH2:14][CH2:13][N:12]1[S:20]([C:23]1[CH:24]=[CH:25][C:26]([O:29][C:30]([F:33])([F:31])[F:32])=[CH:27][CH:28]=1)(=[O:21])=[O:22])=[O:10])[C:2]1[CH:7]=[CH:6][CH:5]=[CH:4][CH:3]=1. Procedure: A mixture of the compound (2.12 g) obtained in Step 4 and 2-bromo-3-oxobutyric acid tert-butyl ester (2.0 g) in acetonitrile (20 ml) was stirred at 80° C. for 30 min. The reaction mixture was concentrated under reduced pressure, and the residue was partitioned by adding ethyl acetate and saturated aqueous sodium carbonate solution. The organic layer was washed successively with saturated aqueous sodium carbonate solution and saturated brine, dried over anhydrous sodium sulfate, filtrated, and co... The reactants are O=C([O-])O, CN1CCCC1=O, COC(=O)c1ccc(C(C)NC(=O)c2cc(Cl)cnc2Cl)cc1, Oc1cccc(F)c1, [Na+]. Product: COC(=O)c1ccc(C(C)NC(=O)c2cc(Cl)cnc2Oc2cccc(F)c2)cc1. As a reaction SMILES: [C:32](=[O:33])([OH:34])[O-:35].[CH3:37][N:38]1[C:39](=[O:40])[CH2:41][CH2:42][CH2:43]1.[Cl:1][c:2]1[n:3][cH:4][c:5]([Cl:23])[cH:6][c:7]1[C:8](=[O:9])[NH:10][CH:11]([CH3:12])[c:13]1[cH:14][cH:15][c:16]([C:17](=[O:18])[O:19][CH3:20])[cH:21][cH:22]1.[F:24][c:25]1[cH:26][c:27]([OH:31])[cH:28][cH:29][cH:30]1.[Na+:36]>>[c:2]1([O:31][c:27]2[cH:26][c:25]([F:24])[cH:30][cH:29][cH:28]2)[n:3][cH:4][c:5]([Cl:23])[cH:6][c:7]1[C:8](=[O:9])[NH:10][CH:11]([CH3:12])[c:13]1[cH:14][cH:15][c:16]([C:17](=[O:18])[O:19][CH3:20])[cH:21][cH:22]1. Reactants: CC=1NC(=C2C1C(NC(=C2)C(=O)O)=O)C2=C(C=CC=C2)OC2=CC=CC=C2 (3-methyl-4-oxo-1-(2-phenoxyphenyl)-4,5-dihydro-2H-pyrrolo[3,4-c]pyridine-6-carboxylic acid), C(C)N=C=NCCCN(C)C (1-ethyl-3-(3-dimethylaminopropyl)carbodiimide), O\N=C(\C1=CN=CC=C1)/N ((Z)—N′-hydroxynicotinimidamide). The solvent is CN(C=O)C.N1=CC=CC=C1 (N,N-dimethylformamide pyridine), CN(C=O)C.N1=CC=CC=C1 (N,N-dimethylformamide pyridine), CN(C=O)C.N1=CC=CC=C1 (N,N-dimethylformamide pyridine). Reaction conditions: time 8 hour. Product: CC=1NC(=C2C1C(NC(=C2)C2=NC(=NO2)C=2C=NC=CC2)=O)C2=C(C=CC=C2)OC2=CC=CC=C2 (3-methyl-1-(2-phenoxyphenyl)-6-(3-(pyridin-3-yl)-1,2,4-oxadiazol-5-yl)-2H-pyrrolo[3,4-c]pyridin-4(5H)-one). The yield is 8.8%. As a reaction SMILES: [CH3:1][C:2]1[NH:3][C:4]([C:15]2[CH:20]=[CH:19][CH:18]=[CH:17][C:16]=2[O:21][C:22]2[CH:27]=[CH:26][CH:25]=[CH:24][CH:23]=2)=[C:5]2[CH:10]=[C:9]([C:11]([OH:13])=O)[NH:8][C:7](=[O:14])[C:6]=12.C(N=C=NCCCN(C)C)C.O/[N:40]=[C:41](\[NH2:48])/[C:42]1[CH:47]=[CH:46][CH:45]=[N:44][CH:43]=1>CN(C)C=O.N1C=CC=CC=1>[CH3:1][C:2]1[NH:3][C:4]([C:15]2[CH:20]=[CH:19][CH:18]=[CH:17][C:16]=2[O:21][C:22]2[CH:27]=[CH:26][CH:25]=[CH:24][CH:23]=2)=[C:5]2[CH:10]=[C:9]([C:11]3[O:13][N:48]=[C:41]([C:42]4[CH:43]=[N:44][CH:45]=[CH:46][CH:47]=4)[N:40]=3)[NH:8][C:7](=[O:14])[C:6]=12 |f:3.4|. Procedure: A solution of Example 12b (200 μL, 0.0275 g, 0.076 mmol) in N,N-dimethylformamide/pyridine (1:1 v/v), a solution of 1-ethyl-3-(3-dimethylaminopropyl)carbodiimide (200 μL, 0.0225 g, 0.145 mmol) in N,N-dimethylformamide/pyridine (1:1 v/v), and a solution of (Z)—N′-hydroxynicotinimidamide (173.0 μL, 0.103 mmol) in 1 mL of N,N-dimethylformamide/pyridine (1:1 v/v) were combined and shaken at ambient temperature overnight. Upon completion, the reaction mixture was concentrated to dryness. The residue ... Reagents/catalysts: [Pd] (Pd/C), [Ni] (Raney nickel). The product is C(C1=CC=CC=C1)[C@H]1NCC[C@H](C1)O ((2R*,4R*)-2-Benzyl-4-hydroxypiperidine). Reactants: C(C1=CC=CC=C1)C1N(C=CC(C1)=O)C(=O)OCC1=CC=CC=C1 (2-benzyl-N-benzyloxycarbonyl-2,3-dihydro-4-(1H)-pyridone). RXN SMILES: [CH2:1]([CH:8]1[CH2:13][C:12](=[O:14])[CH:11]=[CH:10][N:9]1C(OCC1C=CC=CC=1)=O)[C:2]1[CH:7]=[CH:6][CH:5]=[CH:4][CH:3]=1>CO.[Pd].[Ni]>[CH2:1]([C@@H:8]1[CH2:13][C@H:12]([OH:14])[CH2:11][CH2:10][NH:9]1)[C:2]1[CH:3]=[CH:4][CH:5]=[CH:6][CH:7]=1. Run in CO (methanol), CO (methanol). Reported procedure: 150 g (0.467 mol) of 2-benzyl-N-benzyloxycarbonyl-2,3-dihydro-4-(1H)-pyridone in 1.5 l of methanol are hydrogenated with 7.5 g of Pd/C (10%) as catalyst, then 50 g of Raney nickel and a further 200 ml of methanol are added, and hydrogenation is left to go to completion. Filtration is followed by evaporation in a rotary evaporator, and the brownish oil is chromatographed on silica gel with methylene chloride/methanol/conc. ammonia (60:10:1). The title compound is obtained as a semi-crystalline ma...